This data is from the Open Reaction Database (ORD), a public repository of structured organic reaction records. The task is: describe an organic reaction: reactants, conditions, products, and yield Starting materials: II (iodine), CS(=O)(=O)C1=CC=C(N)C=C1 (4-(methylsulfonyl)aniline). The reagents and catalysts are S(=O)(=O)([O-])[O-].[Ag+2] (silver sulfate). Solvent: C(C)O (ethanol). Conditions: time 8 hour. Yields the product IC1=C(N)C=CC(=C1)S(=O)(=O)C (2-Iodo-4-(methylsulfonyl)aniline). The yield is 63.8%. RXN SMILES: [I:1]I.[CH3:3][S:4]([C:7]1[CH:13]=[CH:12][C:10]([NH2:11])=[CH:9][CH:8]=1)(=[O:6])=[O:5]>C(O)C.S([O-])([O-])(=O)=O.[Ag+2]>[I:1][C:12]1[CH:13]=[C:7]([S:4]([CH3:3])(=[O:5])=[O:6])[CH:8]=[CH:9][C:10]=1[NH2:11] |f:3.4|. Procedure details: To a solution of iodine (20.8 g, 81.8 mmol) and silver sulfate (25.5 g, 81.8 mmol) in ethanol (1 L) was added 4-(methylsulfonyl)aniline (14 g, 81.8 mmol). After stirring overnight, the solution was filtered. The precipitate was then suspended in THF and stirred for 48 h, then filtered again and the filtrate was concentrated in vacuo to give 15.5 g (64%) of tan solid. The original filtrate was also concentrated in vacuo and then suspended in ethanol with stirring, then filtered and dried in vacuo... Reactants: O=C(O)c1cc2c(I)cccc2s1, CCOC(C)=O, [Cu], c1ccc2ncccc2c1. Product: Ic1cccc2sccc12. Reaction SMILES: [C:1]([OH:2])(=[O:3])[c:4]1[cH:5][c:6]2[c:7]([s:8]1)[cH:9][cH:10][cH:11][c:12]2[I:13].[CH3:24][CH2:25][O:26][C:27](=[O:28])[CH3:29].[Cu:30].[cH:14]1[cH:15][c:16]2[c:17]([n:18][cH:19][cH:20][cH:21]2)[cH:22][cH:23]1>>[cH:4]1[cH:5][c:6]2[c:7]([s:8]1)[cH:9][cH:10][cH:11][c:12]2[I:13]. The reactants are N (ammonia), C(C)(C)(C)C1=CC=C(C=C1)[C@H]1CC[C@H](CC1)N (cis-4-(4-tertbutylphenyl)cyclohexylamine). Product: C(C)(C)(C)C1=CC=C(C=C1)[C@@H]1CC[C@H](CC1)N (trans-4-(4-tert-Butylphenyl)cyclohexylamine). RXN SMILES: N.[C:2]([C:6]1[CH:11]=[CH:10][C:9]([C@@H:12]2[CH2:17][CH2:16][C@H:15]([NH2:18])[CH2:14][CH2:13]2)=[CH:8][CH:7]=1)([CH3:5])([CH3:4])[CH3:3]>>[C:2]([C:6]1[CH:11]=[CH:10][C:9]([C@H:12]2[CH2:13][CH2:14][C@H:15]([NH2:18])[CH2:16][CH2:17]2)=[CH:8][CH:7]=1)([CH3:5])([CH3:3])[CH3:4]. Procedure details: The free base is obtained therefrom by adding aqueous ammonia solution, extracting the mixture with methyl tert-butyl ether, and drying and evaporating the organic phase to give a colorless oil (cis/trans mixture). Characteristic NMR data (CDCl3): cis-4-(4-tertbutylphenyl)cyclohexylamine: δ1-Heq =3.19; γ C-1=45.3 ppm. As a reaction SMILES: [CH3:1][C:2]1[CH:3]=[C:4]([C:25]2[CH:30]=[CH:29][C:28]([N+:31]([O-])=O)=[CH:27][CH:26]=2)[CH:5]=[CH:6][C:7]=1[C:8](=[O:24])[CH2:9][CH:10]([CH2:16][CH2:17][C:18]1[CH:23]=[CH:22][CH:21]=[CH:20][CH:19]=1)[C:11]([O:13][CH2:14][CH3:15])=[O:12].Cl>[Fe].C(O)C.O>[NH2:31][C:28]1[CH:27]=[CH:26][C:25]([C:4]2[CH:5]=[CH:6][C:7]([C:8](=[O:24])[CH2:9][CH:10]([CH2:16][CH2:17][C:18]3[CH:19]=[CH:20][CH:21]=[CH:22][CH:23]=3)[C:11]([O:13][CH2:14][CH3:15])=[O:12])=[C:2]([CH3:1])[CH:3]=2)=[CH:30][CH:29]=1 |f:3.4|. The reagents and catalysts are [Fe] (iron). The yield is 93.0%. Reported procedure: A mixture of ethyl 4-(3-methyl-4′-nitro-1,1′-biphenyl-4-yl)-4-oxo-2-(2-phenylethyl)butanoate (3.40 g, 7.60 mmol), iron powder (4.20 g, 76.00 mmol), 2 N aqueous hydrochloric acid (3.80 mL, 7.60 mmol), and 85/15 ethanol/water (100 mL) was stirred at reflux for 2.5 h. The reaction mixture was filtered through a pad of Celite®, and concentrated to give ethyl 4-(4′-amino-3-methyl-1,1′-biphenyl-4-yl)-4-oxo-2-(2-phenylethyl)butanoate as a light, brown solid (2.94 g, 93% yield). LC-MS ret. time 3.23 min... The product is NC1=CC=C(C=C1)C1=CC(=C(C=C1)C(CC(C(=O)OCC)CCC1=CC=CC=C1)=O)C (ethyl 4-(4′-amino-3-methyl-1,1′-biphenyl-4-yl)-4-oxo-2-(2-phenylethyl)butanoate), solid. The reactants are CC=1C=C(C=CC1C(CC(C(=O)OCC)CCC1=CC=CC=C1)=O)C1=CC=C(C=C1)[N+](=O)[O-] (ethyl 4-(3-methyl-4′-nitro-1,1′-biphenyl-4-yl)-4-oxo-2-(2-phenylethyl)butanoate), Cl (hydrochloric acid). The solvent is C(C)O.O (ethanol water).